describe an organic reaction: reactants, conditions, products, and yield From a dataset of the Open Reaction Database (ORD), a public repository of structured organic reaction records. Starting materials: COC(C1=CC=C(C=C1)CN1C=NC=C1CO)=O (4-(5-hydroxymethylimidazol-1-ylmethyl)benzoic acid methyl ester), C(C)(C)(C)O[K] (tBuOK), ClCC1=CC=C(C=C1)C1=CC=CC=C1 (4-chloromethylbiphenyl). Solvent: C1CCOC1 (THF), CN(C)C=O (DMF), C1CCOC1 (THF). Reaction conditions: time 1.5 hour. The product is C1(=CC=C(C=C1)COCC1=CN=CN1CC1=CC=C(C(=O)O)C=C1)C1=CC=CC=C1 (4-[5-(Biphenyl-4-ylmethoxymethyl)imidazol-1-ylmethyl]benzoic acid). Yield: 11.4%. As a reaction SMILES: C[O:2][C:3](=[O:18])[C:4]1[CH:9]=[CH:8][C:7]([CH2:10][N:11]2[C:15]([CH2:16][OH:17])=[CH:14][N:13]=[CH:12]2)=[CH:6][CH:5]=1.C(O[K])(C)(C)C.Cl[CH2:26][C:27]1[CH:32]=[CH:31][C:30]([C:33]2[CH:38]=[CH:37][CH:36]=[CH:35][CH:34]=2)=[CH:29][CH:28]=1>C1COCC1.CN(C=O)C>[C:30]1([C:33]2[CH:34]=[CH:35][CH:36]=[CH:37][CH:38]=2)[CH:29]=[CH:28][C:27]([CH2:26][O:17][CH2:16][C:15]2[N:11]([CH2:10][C:7]3[CH:8]=[CH:9][C:4]([C:3]([OH:2])=[O:18])=[CH:5][CH:6]=3)[CH:12]=[N:13][CH:14]=2)=[CH:32][CH:31]=1. Reported procedure: To a solution of 4-(5-hydroxymethylimidazol-1-ylmethyl)benzoic acid methyl ester of Example A2 (0.11 g, 0.44 mmol) in THF (4 ml), DMF (1 ml) was added portionwise tBuOK (50 mg, 0.44 mmol). The reaction mixture was stirred at room temperature for 1.5 h, then 4-chloromethylbiphenyl (90 mg, 0.44 mmol) in THF (1 ml) was added and the reaction was stirred overnight. The solvent was removed under reduced pressure, then water (10 ml) was added and the mixture was extracted with AcOEt. The organic phase... Starting materials: N1CCNCCNCC1 (1,4,7-triazacyclononane), C1(=CC=C(C=C1)S(=O)(=O)Cl)C (p-toluenesulfonyl chloride), C1(=CC=C(C=C1)S(=O)(=O)N1CCN(CCNCC1)S(=O)(=O)C1=CC=C(C=C1)C)C (N,N'-bis(p-toluenesulfonyl)-1,4,7-triazacyclononane), ICCCI (1,3-diiodopropane), C([O-])([O-])=O.[K+].[K+] (potassium carbonate). The solvent is C(C)#N (acetonitrile). Product: C1(=CC=C(C=C1)S(=O)(=O)N1CCN(CCNCC1)S(=O)(=O)C1=CC=C(C=C1)C)C (N,N'-bis(p-toluenesulfonyl)-1,4,7-triazacyclononane), CCC.C1(=CC=C(C=C1)S(=O)(=O)N1CCN(CCNCC1)S(=O)(=O)C1=CC=C(C=C1)C)C (N,N'-bis(p-toluenesulfonyl)-1,4,7-triazacyclononane propane). RXN SMILES: N1CCNCCNCC1.[C:10]1(C)[CH:15]=CC(S(Cl)(=O)=O)=C[CH:11]=1.[C:21]1([CH3:49])[CH:26]=[CH:25][C:24]([S:27]([N:30]2[CH2:38][CH2:37][NH:36][CH2:35][CH2:34][N:33]([S:39]([C:42]3[CH:47]=[CH:46][C:45]([CH3:48])=[CH:44][CH:43]=3)(=[O:41])=[O:40])[CH2:32][CH2:31]2)(=[O:29])=[O:28])=[CH:23][CH:22]=1.ICCCI.C(=O)([O-])[O-].[K+].[K+]>C(#N)C>[C:21]1([CH3:49])[CH:26]=[CH:25][C:24]([S:27]([N:30]2[CH2:38][CH2:37][NH:36][CH2:35][CH2:34][N:33]([S:39]([C:42]3[CH:47]=[CH:46][C:45]([CH3:48])=[CH:44][CH:43]=3)(=[O:40])=[O:41])[CH2:32][CH2:31]2)(=[O:29])=[O:28])=[CH:23][CH:22]=1.[CH3:11][CH2:10][CH3:15].[C:21]1([CH3:49])[CH:26]=[CH:25][C:24]([S:27]([N:30]2[CH2:38][CH2:37][NH:36][CH2:35][CH2:34][N:33]([S:39]([C:42]3[CH:47]=[CH:46][C:45]([CH3:48])=[CH:44][CH:43]=3)(=[O:40])=[O:41])[CH2:32][CH2:31]2)(=[O:29])=[O:28])=[CH:23][CH:22]=1 |f:4.5.6,9.10|. Procedure: N,N'-bis(p-toluenesulfonyl)-1,4,7-triazacyclononane (1.1.20) was prepared by reacting (1.1.3) with two equivalents of p-toluenesulfonyl chloride. Two equivalents of N,N'-bis(p-toluenesulfonyl)-1,4,7-triazacyclononane (1.1.20) hydrobromide were reacted with one equivalent of 1,3-diiodopropane in acetonitrile with excess potassium carbonate. 1,3-Bis[N,N'-bis(p-toluenesulfonyl)-1,4,7-triazacyclononane propane (1.1.21) was isolated and purified by chromatography. The p-toluenesulfonyl groups were re... Starting materials: NC1=C(C(=O)NCC(F)(F)F)C=CC=C1Br (2-Amino-3-bromo-N-(2,2,2-trifluoroethyl)benzamide), C(=O)(OC(Cl)(Cl)Cl)OC(Cl)(Cl)Cl (tri-phosgene). Yields the product BrC=1C=CC=C2C(N(C(NC12)=O)CC(F)(F)F)=O (8-Bromo-3-(2,2,2-trifluoroethyl)quinazoline-2,4(1H,3H)-dione). The yield is 266.5%. RXN SMILES: [NH2:1][C:2]1[C:15]([Br:16])=[CH:14][CH:13]=[CH:12][C:3]=1[C:4]([NH:6][CH2:7][C:8]([F:11])([F:10])[F:9])=[O:5].[C:17](OC(Cl)(Cl)Cl)(OC(Cl)(Cl)Cl)=[O:18]>>[Br:16][C:15]1[CH:14]=[CH:13][CH:12]=[C:3]2[C:2]=1[NH:1][C:17](=[O:18])[N:6]([CH2:7][C:8]([F:9])([F:10])[F:11])[C:4]2=[O:5]. Procedure details: 8-Bromo-3-(2,2,2-trifluoroethyl)quinazoline-2,4(1H,3H)-dione (501b, 1.53 g, 88%) was prepared according to the procedures described for 720 using 2-amino-3-bromo-N-(2,2,2-trifluoroethyl)benzamide (1.6 g, 5.39 mmol, 501a) and tri-phosgene (0.5 g, 1.777 mmol, Sigma Aldrich) as the reagents. 1H NMR (400 MHz, DMSO-d6) δ ppm 10.86 (1H, s) 8.01 (2H, d, J=7.82 Hz) 7.20 (1H, t, J=7.82 Hz) 4.73 (2H, q, J=9.19 Hz). m/z (ESI, +ve) 322.9/324.9 (M+H)+. Starting materials: CC1(COC2=C1C=C(C=C2)C(CC)O)C (1-(3,3-dimethyl-2,3-dihydro-benzofuran-5-yl)-propan-1-ol), [Cr](=O)(=O)([O-])Cl.[NH+]1=CC=CC=C1 (pyridinium chlorochromate). Run in ClCCl (dichloromethane). Reaction conditions: time 1 hour. Yields the product CC1(COC2=C1C=C(C=C2)C(CC)=O)C (1-(3,3-dimethyl-2,3-dihydro-benzofuran-5-yl)-propan-1-one). The yield is 20.6%. RXN SMILES: [CH3:1][C:2]1([CH3:15])[C:6]2[CH:7]=[C:8]([CH:11]([OH:14])[CH2:12][CH3:13])[CH:9]=[CH:10][C:5]=2[O:4][CH2:3]1.[Cr](Cl)([O-])(=O)=O.[NH+]1C=CC=CC=1>ClCCl>[CH3:15][C:2]1([CH3:1])[C:6]2[CH:7]=[C:8]([C:11](=[O:14])[CH2:12][CH3:13])[CH:9]=[CH:10][C:5]=2[O:4][CH2:3]1 |f:1.2|. Procedure details: To a solution of 1-(3,3-dimethyl-2,3-dihydro-benzofuran-5-yl)-propan-1-ol (2.6 g, 12.60 mmol) in dry dichloromethane (40 mL) was added at room temperature pyridinium chlorochromate (3 g, 13.86 mmol). The reaction mixture was stirred for 1 hour at room temperature then filtered over celite. Water was added and the layers separated. The aqueous layer was extracted twice with dichloromethane. The combined organic layers were washed successively with water and brine, dried over anhydrous magnesium s... Reactants: C(OCC)(OCC)=O (diethyl carbonate), O (water), BrC1=CC=C(C=C1)C=1CCN(CC1)CC1=CC=CC=C1 (4-(4-bromophenyl)-1-benzyl-1,2,3,6-tetrahydropyridine), solution, C(CCC)[Li] (n-butyllithium). Run in O1CCCC1 (tetrahydrofuran), CCCCCC (hexane). Run at time 15 minute. Yields the product C(C1=CC=CC=C1)N1CCC(=CC1)C1=CC=C(C(=O)OCC)C=C1 (Ethyl 4-[1-benzyl-1,2,3,6-tetrahydropyrid-4-yl]benzoate). RXN SMILES: Br[C:2]1[CH:7]=[CH:6][C:5]([C:8]2[CH2:9][CH2:10][N:11]([CH2:14][C:15]3[CH:20]=[CH:19][CH:18]=[CH:17][CH:16]=3)[CH2:12][CH:13]=2)=[CH:4][CH:3]=1.C([Li])CCC.[C:26](=O)([O:30]CC)[O:27][CH2:28][CH3:29].O>O1CCCC1.CCCCCC>[CH2:14]([N:11]1[CH2:12][CH:13]=[C:8]([C:5]2[CH:6]=[CH:7][C:2]([C:26]([O:27][CH2:28][CH3:29])=[O:30])=[CH:3][CH:4]=2)[CH2:9][CH2:10]1)[C:15]1[CH:20]=[CH:19][CH:18]=[CH:17][CH:16]=1. Procedure: To a solution of 11 g of 4-(4-bromophenyl)-1-benzyl-1,2,3,6-tetrahydropyridine in 200 ml of tetrahydrofuran was added 27 ml of a 2.5 M solution of n-butyllithium in hexane at −78° C. and the resulting mixture was stirred at the same temperature for 15 minutes. Into the reaction mixture was dropped 42 ml of diethyl carbonate and the mixture was heated to room temperature over 15 minutes. After adding water, the reaction mixture was extracted with ethyl acetate, washed with a saturated aqueous sol... Starting materials: C[C@H]1OC2=C(C1)C=C(C=C2[N+](=O)[O-])C ((R)-2,5-dimethyl-7-nitro-2,3-dihydrobenzofuran). Reagents/catalysts: [Pd] (Pd/C). Run in C1CCOC1 (THF). Reaction conditions: time 12 hour. Product: C[C@H]1OC2=C(C1)C=C(C=C2N)C ((R)-2,5-dimethyl-2,3-dihydrobenzofuran-7-amine). RXN SMILES: [CH3:1][C@@H:2]1[CH2:6][C:5]2[CH:7]=[C:8]([CH3:14])[CH:9]=[C:10]([N+:11]([O-])=O)[C:4]=2[O:3]1>C1COCC1.[Pd]>[CH3:1][C@@H:2]1[CH2:6][C:5]2[CH:7]=[C:8]([CH3:14])[CH:9]=[C:10]([NH2:11])[C:4]=2[O:3]1. Procedure details: The mixture of (R)-2,5-dimethyl-7-nitro-2,3-dihydrobenzofuran (3e) (0.84 g, 4.3 mmol) and Pd/C (100 mg, 15%) in THF (10 mL) was introduced H2 at ambient temperature. It was stirred at ambient temperature for 12 h. The mixture was filtered through Celite and concentrated to give the title compound (3f) as a solid. MS-ESI (m/z): 164 (M+1)+. Reactants: BrCC(=O)Br (bromoacetyl bromide), C(CCC)NC (butylmethylamine). Run in CCOCC (ether), O (water), CCOCC (ether). Run at time 30 minute. Yields the product BrCC(=O)N(C)CCCC (Bromo-N-butyl-N-methyl acetamide). Reaction SMILES: [Br:1][CH2:2][C:3](Br)=[O:4].[CH2:6]([NH:10][CH3:11])[CH2:7][CH2:8][CH3:9]>CCOCC.O>[Br:1][CH2:2][C:3]([N:10]([CH2:6][CH2:7][CH2:8][CH3:9])[CH3:11])=[O:4]. Procedure details: To a solution cooled to -20° C. of 11.9 ml of bromoacetyl bromide in 180 ml of ether there were added 26 g of butylmethylamine in solution in 120 ml of ether and then the temperature returned to 20° C. The mixture was stirred for 30 minutes and diluted with water and extracted with ether. The ether phase was evaporated to dryness under reduced pressure and the 27.4 g of residue were distilled under reduced pressure (0.05 mbar) at 79/83° C. to obtain 19.36 g of the desired product. Reactants: ClC=1C=CC(=C2C(=C(C(NC12)=O)CC1=CC=C(C=C1)Cl)C)O (8-chloro-3-(4-chlorobenzyl)-5-hydroxy-4-methyl-1H-quinolin-2-one), CN(C=O)C (N,N-dimethylformamide), [H-].[Na+] (sodium hydride), COC(C(C)(C)Br)=O (2-bromo-2-methylpropionic acid methyl ester). Solvent: O (water). Conditions: temperature 100 celsius, time 3 day. The product is COC(C(C)(C)OC1=C2C(=C(C(NC2=C(C=C1)Cl)=O)CC1=CC=C(C=C1)Cl)C)=O (2-[8-chloro-3-(4-chlorobenzyl)-4-methyl-2-oxo-1,2-dihydroquinolin-5-yloxy]-2-methylpropionic Acid Methyl Ester). Reaction SMILES: [Cl:1][C:2]1[CH:3]=[CH:4][C:5]([OH:22])=[C:6]2[C:11]=1[NH:10][C:9](=[O:12])[C:8]([CH2:13][C:14]1[CH:19]=[CH:18][C:17]([Cl:20])=[CH:16][CH:15]=1)=[C:7]2[CH3:21].CN(C)C=O.[H-].[Na+].[CH3:30][O:31][C:32](=[O:37])[C:33](Br)([CH3:35])[CH3:34]>O>[CH3:30][O:31][C:32](=[O:37])[C:33]([O:22][C:5]1[CH:4]=[CH:3][C:2]([Cl:1])=[C:11]2[C:6]=1[C:7]([CH3:21])=[C:8]([CH2:13][C:14]1[CH:19]=[CH:18][C:17]([Cl:20])=[CH:16][CH:15]=1)[C:9](=[O:12])[NH:10]2)([CH3:35])[CH3:34] |f:2.3|. Reported procedure: A mixture of 8-chloro-3-(4-chlorobenzyl)-5-hydroxy-4-methyl-1H-quinolin-2-one (0.14 g), N,N-dimethylformamide (10 mL), sodium hydride (60% in oil, 0.020 g) and 2-bromo-2-methylpropionic acid methyl ester (0.11 g) was stirred at 100° C. for 3 days. The mixture was cooled to room temperature, diluted with water and extracted with ethyl acetate. The combined extracts were dried over magnesium sulfate and the solvent removed under reduced pressure. The residue was purified by column chromatography o... As a reaction SMILES: [Al+3:24].[C:28]([Cl:29])([Cl:30])([Cl:31])[Cl:32].[CH2:1]([CH3:2])[O:3][c:4]1[c:5]([O:13][CH2:14][CH3:15])[cH:6][c:7]([O:10][CH2:11][CH3:12])[cH:8][cH:9]1.[Cl-:23].[Cl-:25].[Cl-:26].[ClH:27].[O:16]=[C:17]1[O:18][C:19](=[O:20])[CH:21]=[CH:22]1>>[CH2:1]([CH3:2])[O:3][c:4]1[c:5]([O:13][CH2:14][CH3:15])[cH:6][c:7]([O:10][CH2:11][CH3:12])[c:8]([C:19](=[O:20])[CH:21]=[CH:22][C:17](=[O:16])[OH:18])[cH:9]1. Starting materials: [Al+3], ClC(Cl)(Cl)Cl, CCOc1ccc(OCC)c(OCC)c1, [Cl-], [Cl-], [Cl-], Cl, O=C1C=CC(=O)O1. The product is CCOc1cc(OCC)c(C(=O)C=CC(=O)O)cc1OCC. Reactants: C([O-])([O-])=O.[Na+].[Na+] (sodium carbonate), C(C)[C@@H]1C(N(C=2C=NC(=NC2N1C(C)C)NC=1C=CC(=C2CCOC21)C(=O)O)C)=O (7-[[(7R)-7-ethyl-8-isopropyl-5-methyl-6-oxo-7H-pteridin-2-yl]amino]-2,3-dihydrobenzofuran-4-carboxylic acid), F[B-](F)(F)F.N1(N=NC2=C1C=CC=C2)OC(=[N+](C)C)N(C)C (O-(benzotriazol-1-yl)-N,N,N′,N′-tetra methyluronium tetrafluoroborate), C(C)(C)N(CC)C(C)C (diisopropylethylamine), C1(CC1)CN1CCN(CC1)C[C@H](CN)OC ((2S)-3-[4-(cyclopropylmethyl)piperazin-1-yl]-2-methoxy-propan-1-amine). Run in ClCCl (dichloromethane). Run at time 2 hour. Yields the product C1(CC1)CN1CCN(CC1)C[C@H](CNC(=O)C=1C=CC(=C2C1CCO2)NC2=NC=1N([C@@H](C(N(C1C=N2)C)=O)CC)C(C)C)OC (N-[(2S)-3-[4-(cyclopropylmethyl)piperazin-1-yl]-2-methoxy-propyl]-7-[[(7R)-7-ethyl-8-isopropyl-5-methyl-6-oxo-7H-pteridin-2-yl]amino]-2,3-dihydrobenzofuran-4-carboxamide). The yield is 37.9%. Reaction SMILES: [CH2:1]([C@H:3]1[N:12]([CH:13]([CH3:15])[CH3:14])[C:11]2[N:10]=[C:9]([NH:16][C:17]3[CH:18]=[CH:19][C:20]([C:26]([OH:28])=O)=[C:21]4[C:25]=3[O:24][CH2:23][CH2:22]4)[N:8]=[CH:7][C:6]=2[N:5]([CH3:29])[C:4]1=[O:30])[CH3:2].F[B-](F)(F)F.N1(OC(N(C)C)=[N+](C)C)C2C=CC=CC=2N=N1.C(N(C(C)C)CC)(C)C.[CH:62]1([CH2:65][N:66]2[CH2:71][CH2:70][N:69]([CH2:72][C@@H:73]([O:76][CH3:77])[CH2:74][NH2:75])[CH2:68][CH2:67]2)[CH2:64][CH2:63]1.C(=O)([O-])[O-].[Na+].[Na+]>ClCCl>[CH:62]1([CH2:65][N:66]2[CH2:67][CH2:68][N:69]([CH2:72][C@@H:73]([O:76][CH3:77])[CH2:74][NH:75][C:26]([C:20]3[CH:19]=[CH:18][C:17]([NH:16][C:9]4[N:8]=[CH:7][C:6]5[N:5]([CH3:29])[C:4](=[O:30])[C@@H:3]([CH2:1][CH3:2])[N:12]([CH:13]([CH3:15])[CH3:14])[C:11]=5[N:10]=4)=[C:25]4[O:24][CH2:23][CH2:22][C:21]=34)=[O:28])[CH2:70][CH2:71]2)[CH2:63][CH2:64]1 |f:1.2,5.6.7|. Reported procedure: 7-[[(7R)-7-Ethyl-8-isopropyl-5-methyl-6-oxo-7H-pteridin-2-yl]amino]-2,3-dihydrobenzofuran-4-carboxylic acid 22f (70 mg, 0.17 mmol) and O-(benzotriazol-1-yl)-N,N,N′,N′-tetra methyluronium tetrafluoroborate (55 mg, 0.17 mmol) were dissolved in mL of anhydrous dichloromethane followed by the addition of diisopropylethylamine (0.1 mL, 0.58 mmol) and (2S)-3-[4-(cyclopropylmethyl)piperazin-1-yl]-2-methoxy-propan-1-amine 35d (39 mg, 0.17 mmol) successively. The reaction solution was stirred for 2 hours...